From a dataset of the Open Reaction Database (ORD), a public repository of structured organic reaction records. describe an organic reaction: reactants, conditions, products, and yield The reactants are Cc1ccc2[nH]c3c(c2c1)CN(C)CC3, CN1CCCC1=O, C=Cc1ccc(=O)n(C(F)(F)F)c1, [K+], [OH-]. Yields the product Cc1ccc2c(c1)c1c(n2CCc2ccc(=O)n(C(F)(F)F)c2)CCN(C)C1. As a reaction SMILES: [CH3:1][N:2]1[CH2:3][c:4]2[c:5]([nH:6][c:7]3[cH:8][cH:9][c:10]([CH3:13])[cH:11][c:12]23)[CH2:14][CH2:15]1.[CH3:31][N:32]1[CH2:33][CH2:34][CH2:35][C:36]1=[O:37].[F:16][C:17]([n:18]1[c:19](=[O:26])[cH:20][cH:21][c:22]([CH:24]=[CH2:25])[cH:23]1)([F:27])[F:28].[K+:30].[OH-:29]>>[CH3:1][N:2]1[CH2:3][c:4]2[c:5]([n:6]([CH2:25][CH2:24][c:22]3[cH:21][cH:20][c:19](=[O:26])[n:18]([C:17]([F:16])([F:27])[F:28])[cH:23]3)[c:7]3[cH:8][cH:9][c:10]([CH3:13])[cH:11][c:12]23)[CH2:14][CH2:15]1. Reactants: S(O)(O)(=O)=O (sulfuric acid), Cl (Hydrochloric acid), [BH4-].[Na+] (Sodium borohydride), C(C1=CC=CC=C1)N(C(=O)[C@@]1(CN(C(C1)=O)[C@H](C1=CC=CC=C1)C)CF)CC1=CC=CC=C1 ((R)-N,N-dibenzyl-3-fluoromethyl-1-((S)-α-methylbenzyl)-5-oxopyrrolidine-3-carboxamide), [OH-].[Na+] (sodium hydroxide). The solvent is O1CCCC1 (tetrahydrofuran), O1CCCC1 (tetrahydrofuran). Product: C(C1=CC=CC=C1)N(CC1=CC=CC=C1)C[C@@]1(CN(CC1)[C@H](C1=CC=CC=C1)C)CF ((S)-3-(N,N-dibenzylaminomethyl)-3-fluoromethyl-1-((S)-α-methylbenzyl)pyrrolidine). Reaction SMILES: [BH4-].[Na+].[CH2:3]([N:10]([CH2:29][C:30]1[CH:35]=[CH:34][CH:33]=[CH:32][CH:31]=1)[C:11]([C@@:13]1([CH2:27][F:28])[CH2:17][C:16](=O)[N:15]([C@@H:19]([CH3:26])[C:20]2[CH:25]=[CH:24][CH:23]=[CH:22][CH:21]=2)[CH2:14]1)=O)[C:4]1[CH:9]=[CH:8][CH:7]=[CH:6][CH:5]=1.S(=O)(=O)(O)O.Cl.[OH-].[Na+]>O1CCCC1>[CH2:3]([N:10]([CH2:11][C@@:13]1([CH2:27][F:28])[CH2:17][CH2:16][N:15]([C@@H:19]([CH3:26])[C:20]2[CH:21]=[CH:22][CH:23]=[CH:24][CH:25]=2)[CH2:14]1)[CH2:29][C:30]1[CH:35]=[CH:34][CH:33]=[CH:32][CH:31]=1)[C:4]1[CH:5]=[CH:6][CH:7]=[CH:8][CH:9]=1 |f:0.1,5.6|. Reported procedure: Sodium borohydride (12.2 g) was added to a solution of (R)-N,N-dibenzyl-3-fluoromethyl-1-((S)-α-methylbenzyl)-5-oxopyrrolidine-3-carboxamide (28.6 g) obtained in Preparative Example 10 in tetrahydrofuran (300 ml), and a solution of conc. sulfuric acid (8.6 ml) in tetrahydrofuran (100 ml) was dropwise added at not more than 5° C. over 1 hour. 3N Hydrochloric acid (78 ml) was dropwise added under ice-cooling and the mixture was refluxed for 1 hour with stirring. The reaction mixture was made alkal... Reactants: C([O-])([O-])=O.[K+].[K+] (Potassium carbonate), BrCCCCCCC1=CC(=C(C=C1)O)O (1-(6-bromohexyl)-3,4-dihydroxybenzene), C(C1=CC=CC=C1)Br (benzyl bromide), C([O-])([O-])=O.[K+].[K+] (potassium carbonate), CN(C=O)C (dimethylformamide). The solvent is CC(=O)C (acetone). Run at time 48 hour. The product is BrCCCCCCC1=CC(=C(C=C1)OCC1=CC=CC=C1)OCC1=CC=CC=C1 (1-(6-bromohexyl)-3,4-bis-(phenylmethoxy)benzene). Yield: 94.1%. Reaction SMILES: [Br:1][CH2:2][CH2:3][CH2:4][CH2:5][CH2:6][CH2:7][C:8]1[CH:13]=[CH:12][C:11]([OH:14])=[C:10](O)[CH:9]=1.[CH2:16](Br)[C:17]1[CH:22]=[CH:21][CH:20]=[CH:19][CH:18]=1.[C:24](=[O:27])([O-])[O-].[K+].[K+].CN(C)C=O>CC(C)=O>[Br:1][CH2:2][CH2:3][CH2:4][CH2:5][CH2:6][CH2:7][C:8]1[CH:13]=[CH:12][C:11]([O:14][CH2:16][C:17]2[CH:22]=[CH:21][CH:20]=[CH:19][CH:18]=2)=[C:10]([O:27][CH2:24][C:8]2[CH:13]=[CH:12][CH:11]=[CH:10][CH:9]=2)[CH:9]=1 |f:2.3.4|. Procedure details: A mixture of 8.3 g (0.030 mol) of 1-(6-bromohexyl)-3,4-dihydroxybenzene, 18 mL (0.15 mol) of benzyl bromide and 13 g (0.09 mol) of potassium carbonate in 160 mL of acetone-50 mL of dimethylformamide was stirred at reflux for 24 hours. Potassium carbonate (4 g) was added and stirring at reflux was continued for 48 hours. The reaction mixture was cooled, filtered and the filtrate was concentrated at reduced pressure to an oil. Purification by HPLC using 1% ethyl acetate-hexane gave 6.4 g (47% yiel... RXN SMILES: [CH3:3][O:4][C:5]([c:6]1[c:7]([NH:12][C:13]([CH2:14][NH:15][C:16](=[O:17])[O:18][CH2:19][c:20]2[cH:21][cH:22][cH:23][cH:24][cH:25]2)=[O:26])[cH:8][cH:9][cH:10][cH:11]1)=[O:27].[ClH:28].[Li+:1].[O:30]1[CH2:31][CH2:32][O:33][CH2:34][CH2:35]1.[OH-:2].[OH2:29]>>[O:4]=[C:5]([c:6]1[c:7]([NH:12][C:13]([CH2:14][NH:15][C:16](=[O:17])[O:18][CH2:19][c:20]2[cH:21][cH:22][cH:23][cH:24][cH:25]2)=[O:26])[cH:8][cH:9][cH:10][cH:11]1)[OH:27]. The product is O=C(CNC(=O)OCc1ccccc1)Nc1ccccc1C(=O)O. The reactants are COC(=O)c1ccccc1NC(=O)CNC(=O)OCc1ccccc1, Cl, [Li+], C1COCCO1, [OH-], O. The reactants are [Li+].[OH-] (LiOH), C(C)OC(CCNC(=O)[C@H]1CN(CCC1)C(\C=C\C1CCN(CC1)C(=O)OC(C)(C)C)=O)=O (N-[(R)-1-[3-(1-tert-butoxycarbonyl-4-piperidyl)-(E)-acryloyl]-3-piperidylcarbonyl]-β-alanine ethyl ester), O1CCCC1 (tetrahydrofuran), C(C)O (ethanol). Run in O (water). Run at time 8 hour. The product is C(C)(C)(C)OC(=O)N1CCC(CC1)/C=C/C(=O)N1C[C@@H](CCC1)C(=O)NCCC(=O)O (N-[(R)-1-[3-(1-tert-butoxycarbonyl-4-piperidyl)-(E)-acryloyl]-3-piperidylcarbonyl]-β-alanine). Yield: 100.3%. As a reaction SMILES: [Li+].[OH-].C([O:5][C:6](=[O:35])[CH2:7][CH2:8][NH:9][C:10]([C@@H:12]1[CH2:17][CH2:16][CH2:15][N:14]([C:18](=[O:34])/[CH:19]=[CH:20]/[CH:21]2[CH2:26][CH2:25][N:24]([C:27]([O:29][C:30]([CH3:33])([CH3:32])[CH3:31])=[O:28])[CH2:23][CH2:22]2)[CH2:13]1)=[O:11])C.O1CCCC1.C(O)C>O>[C:30]([O:29][C:27]([N:24]1[CH2:23][CH2:22][CH:21](/[CH:20]=[CH:19]/[C:18]([N:14]2[CH2:15][CH2:16][CH2:17][C@@H:12]([C:10]([NH:9][CH2:8][CH2:7][C:6]([OH:35])=[O:5])=[O:11])[CH2:13]2)=[O:34])[CH2:26][CH2:25]1)=[O:28])([CH3:33])([CH3:31])[CH3:32] |f:0.1|. Reported procedure: A solution of LiOH (0.18 g) in water (10 ml) was added to a solution of N-[(R)-1-[3-(1-tert-butoxycarbonyl-4-piperidyl)-(E)-acryloyl]-3-piperidylcarbonyl]-β-alanine ethyl ester (1.74 g) in the mixture of tetrahydrofuran (10 ml) and ethanol (10 ml) at 0° C. The reaction mixture was stirred for overnight at room temperature, and the solvent was evaporated in vacuo. The residue was resolved in ethyl acetate-water, and acidified with 10% aqueous KHSO4. The whole was washed with water, brine, dried o... Starting materials: CN1N=C(C=C1O)C(F)(F)F (1-Methyl-3-(trifluoromethyl)-1H-pyrazol-5-ol), P(=O)(Cl)(Cl)Cl (phosphorus oxychloride), CN(C=O)C (N,N-dimethylformamide), [OH-].[Na+] (sodium hydroxide). The solvent is O (water), CO (methanol). Reaction conditions: temperature 50 celsius, time 1 hour. The product is OC1=C(C(=NN1C)C(F)(F)F)C=O (5-hydroxy-1-methyl-3-(trifluoromethyl)-1H-pyrazole-4-carboxaldehyde). The yield is 82.1%. As a reaction SMILES: [CH3:1][N:2]1[C:6]([OH:7])=[CH:5][C:4]([C:8]([F:11])([F:10])[F:9])=[N:3]1.P(Cl)(Cl)(Cl)=O.CN(C)[CH:19]=[O:20].[OH-].[Na+]>O.CO>[OH:7][C:6]1[N:2]([CH3:1])[N:3]=[C:4]([C:8]([F:9])([F:10])[F:11])[C:5]=1[CH:19]=[O:20] |f:3.4|. Procedure: 1-Methyl-3-(trifluoromethyl)-1H-pyrazol-5-ol (9.8 g, 0.059 mole) was added in portions to a mixture of phosphorus oxychloride (9.2 g, 0.060 mole) and N,N-dimethylformamide (10 mL, 0.12 mole) with cooling to control the reaction temperature near 40° C. The mixture was then heated and held at 90°-100° C. for one hour and poured while still warm (50° C.) into a mixture of methanol and water. The pH was adjusted to basic with 10% sodium hydroxide. The aqueous solution was washed with ether, then adj...